This data is from the Open Reaction Database (ORD), a public repository of structured organic reaction records. The task is: describe an organic reaction: reactants, conditions, products, and yield The reactants are CC(=O)c1ccc(Br)cc1, C1CCOC1, ICI, [Li]C. Yields the product CC1(c2ccc(Br)cc2)CO1. Reaction SMILES: [Br:1][c:2]1[cH:3][cH:4][c:5]([C:8]([CH3:9])=[O:10])[cH:6][cH:7]1.[CH2:16]1[O:17][CH2:18][CH2:19][CH2:20]1.[I:11][CH2:12][I:13].[Li:14][CH3:15]>>[Br:1][c:2]1[cH:3][cH:4][c:5]([C:8]2([CH3:12])[CH2:9][O:10]2)[cH:6][cH:7]1.